From a dataset of the Open Reaction Database (ORD), a public repository of structured organic reaction records. describe an organic reaction: reactants, conditions, products, and yield The reactants are C1CCNCC1, CSC1=Nc2cc(Cl)ccc2Nc2ccccc21, c1ccncc1. The product is Clc1ccc2c(c1)N=C(N1CCCCC1)c1ccccc1N2. Reaction SMILES: [CH2:1]1[CH2:2][CH2:3][NH:4][CH2:5][CH2:6]1.[Cl:7][c:8]1[cH:9][cH:10][c:11]2[c:12]([cH:24]1)[N:13]=[C:14]([S:22][CH3:23])[c:15]1[c:16]([cH:18][cH:19][cH:20][cH:21]1)[NH:17]2.[cH:25]1[cH:26][cH:27][n:28][cH:29][cH:30]1>>[CH2:1]1[CH2:2][CH2:3][N:4]([C:14]2=[N:13][c:12]3[c:11]([cH:10][cH:9][c:8]([Cl:7])[cH:24]3)[NH:17][c:16]3[c:15]2[cH:21][cH:20][cH:19][cH:18]3)[CH2:5][CH2:6]1. Reported procedure: The title compound was prepared from 4-acetyl-1-chloro-2-fluorobenzene according to the procedure for preparing 4-(trifluoromethoxy)phenacyl bromide described in Example 189. As a reaction SMILES: [C:1]([C:4]1[CH:9]=[CH:8][C:7]([Cl:10])=[C:6]([F:11])[CH:5]=1)(=[O:3])[CH3:2].FC(F)(F)OC1C=CC(C(=O)C[Br:21])=CC=1>>[Cl:10][C:7]1[CH:8]=[CH:9][C:4]([C:1](=[O:3])[CH2:2][Br:21])=[CH:5][C:6]=1[F:11]. The reactants are C(C)(=O)C1=CC(=C(C=C1)Cl)F (4-acetyl-1-chloro-2-fluorobenzene), FC(OC1=CC=C(C(CBr)=O)C=C1)(F)F (4-(trifluoromethoxy)phenacyl bromide). Product: ClC1=C(C=C(C(CBr)=O)C=C1)F (4-Chloro-3-fluorophenacyl Bromide). Starting materials: CNC (N,N-dimethylamine), C(C)(C)N(C(C)C)CC (N,N-diisopropylethylamine), BrCC1=CC=C(C=C1)S(=O)(=O)Cl (4-(Bromomethyl)benzenesulfonyl chloride). The solvent is O1CCCC1 (tetrahydrofuran). Reaction conditions: time 2 hour. Product: BrCC1=CC=C(C=C1)S(=O)(=O)N(C)C (4-Bromomethyl-N,N-dimethylbenzenesulfonamide). RXN SMILES: [Br:1][CH2:2][C:3]1[CH:8]=[CH:7][C:6]([S:9](Cl)(=[O:11])=[O:10])=[CH:5][CH:4]=1.[CH3:13][NH:14][CH3:15].C(N(CC)C(C)C)(C)C>O1CCCC1>[Br:1][CH2:2][C:3]1[CH:8]=[CH:7][C:6]([S:9]([N:14]([CH3:15])[CH3:13])(=[O:11])=[O:10])=[CH:5][CH:4]=1. Procedure: 4-(Bromomethyl)benzenesulfonyl chloride (5.0 g, 18.6 mmol) was dissolved in tetrahydrofuran. N,N-dimethylamine (7.7 mL, 15.5 mmol, 2M in tetrahydrofuran) and and N,N-diisopropylethylamine (3.5 mL, 20.1 mmol) were added, and the reaction was allowed to stir at ambient temperature for 2 hours. The reaction was concentrated to an oil that was partitioned between water and ethyl acetate and extracted with ethyl acetate. The organic extracts were combined, washed with brine, dried over Na2SO4, and fi... Reactants: CCOC(C)=O, ClCCl, CS(=O)(=O)c1cccc2c1CN(C(CC1CCCCC1)C(=O)O)C2=O, CS(=O)(=O)c1cccc2c1C(=O)N(C(CC1CCCCC1)C(=O)O)C2, O=C(Nc1nccs1)C(CC1CCCCC1)N1Cc2ccccc2C1=O, Nc1cnccn1. The product is O=C(Nc1nccs1)C(CC1CCCCCC1)N1Cc2ccccc2C1=O. As a reaction SMILES: [C:87]([O:88][CH2:89][CH3:90])(=[O:91])[CH3:92].[CH2:84]([Cl:85])[Cl:86].[CH:1]1([CH2:2][CH:3]([N:4]2[CH2:5][c:6]3[c:7]([cH:8][cH:9][cH:10][c:11]3[S:12]([CH3:13])(=[O:14])=[O:15])[C:16]2=[O:17])[C:18]([OH:19])=[O:20])[CH2:21][CH2:22][CH2:23][CH2:24][CH2:25]1.[CH:26]1([CH2:27][CH:28]([N:29]2[CH2:30][c:31]3[c:32]([c:33]([S:34]([CH3:35])(=[O:36])=[O:37])[cH:38][cH:39][cH:40]3)[C:41]2=[O:42])[C:43]([OH:44])=[O:45])[CH2:46][CH2:47][CH2:48][CH2:49][CH2:50]1.[CH:58]1([CH2:64][CH:65]([C:66](=[O:67])[NH:68][c:69]2[s:70][cH:71][cH:72][n:73]2)[N:74]2[C:75](=[O:83])[c:76]3[cH:77][cH:78][cH:79][cH:80][c:81]3[CH2:82]2)[CH2:59][CH2:60][CH2:61][CH2:62][CH2:63]1.[NH2:51][c:52]1[cH:53][n:54][cH:55][cH:56][n:57]1>>[CH2:1]1[CH:58]([CH2:64][CH:65]([C:66](=[O:67])[NH:68][c:69]2[s:70][cH:71][cH:72][n:73]2)[N:74]2[C:75](=[O:83])[c:76]3[cH:77][cH:78][cH:79][cH:80][c:81]3[CH2:82]2)[CH2:59][CH2:60][CH2:61][CH2:62][CH2:63]1.